This data is from the Open Reaction Database (ORD), a public repository of structured organic reaction records. The task is: describe an organic reaction: reactants, conditions, products, and yield The reactants are COC(C1=CC(=CC(=C1)O)OCC=C)=O (3-allyloxy-5-hydroxy-benzoic acid methyl ester), CI (methyl iodide), C(=O)([O-])[O-].[K+].[K+] (K2CO3). Run in CN(C)C=O (DMF). Reaction conditions: temperature 70 celsius, time 2 hour. The product is COC(C1=CC(=CC(=C1)OC)OCC=C)=O (3-Allyloxy-5-methoxy-benzoic acid methyl ester). The yield is 88.1%. As a reaction SMILES: [CH3:1][O:2][C:3](=[O:15])[C:4]1[CH:9]=[C:8]([OH:10])[CH:7]=[C:6]([O:11][CH2:12][CH:13]=[CH2:14])[CH:5]=1.CI.[C:18]([O-])([O-])=O.[K+].[K+]>CN(C=O)C>[CH3:1][O:2][C:3](=[O:15])[C:4]1[CH:9]=[C:8]([O:10][CH3:18])[CH:7]=[C:6]([O:11][CH2:12][CH:13]=[CH2:14])[CH:5]=1 |f:2.3.4|. Reported procedure: To a solution of 3-allyloxy-5-hydroxy-benzoic acid methyl ester (1a) (10.25 g, 49.2 mmol) in DMF (20 mL) was added methyl iodide (3.67 mL, 59.1 mmol) and K2CO3 (13.6 g, 98.5 mmol). The reaction mixture was stirred at 70° C. for 2 hr, cooled to room temperature. The mixture was quenched with H2O (150 mL) and extracted with EtOAc (2×150 mL). The organic layers were washed with H2O (2×150 mL), dried over MgSO4 and concentrated to give a pale yellow oil which was purified by flash column chromatogra... Starting materials: O (water), C([O-])([O-])=O.[K+].[K+] (potassium carbonate), ClCC=1C(=CC=CC1)C (α-chloro-o-xylene), C(C)(C)(C)N1N=CC(=C(C1=O)Cl)S (2-tert.-butyl-4-chloro-5-mercapto-3(2H)-pyridazinone). The solvent is CN(C=O)C (N,N-dimethylformamide). Run at time 2 hour. Product: C(C)(C)(C)N1N=CC(=C(C1=O)Cl)SCC1=C(C=CC=C1)C (2-tert.-butyl-4-chloro-5-(2-methylbenzylthio)-3(2H)-pyridazinone). The yield is 72.7%. Reaction SMILES: [C:1]([N:5]1[C:10](=[O:11])[C:9]([Cl:12])=[C:8]([SH:13])[CH:7]=[N:6]1)([CH3:4])([CH3:3])[CH3:2].C(=O)([O-])[O-].[K+].[K+].Cl[CH2:21][C:22]1[C:23]([CH3:28])=[CH:24][CH:25]=[CH:26][CH:27]=1.O>CN(C)C=O>[C:1]([N:5]1[C:10](=[O:11])[C:9]([Cl:12])=[C:8]([S:13][CH2:21][C:22]2[CH:27]=[CH:26][CH:25]=[CH:24][C:23]=2[CH3:28])[CH:7]=[N:6]1)([CH3:4])([CH3:2])[CH3:3] |f:1.2.3|. Procedure details: In 10 ml of N,N-dimethylformamide was dissolved 1.5 g of 2-tert.-butyl-4-chloro-5-mercapto-3(2H)-pyridazinone, and thereto were added 1.2 g of anhydrous potassium carbonate and 1.0 g of α-chloro-o-xylene. The resulting mixture was heated to 80° to 110° C. under stirring for 2 hours. After allowed to cool to room temperature, the mixture was incorporated with 100 ml of water and then stirred. The precipitated solid was filtered off, washed with water, dried and recrystallized from ethanol to give... The reactants are BrC1=C(C(=CC=C1)[N+](=O)[O-])F (1-bromo-2-fluoro-3-nitrobenzene), CN (methylamine), CO (MeOH), CCN(C(C)C)C(C)C (DIPEA). Run at time 3 hour. The product is BrC1=C(C(=CC=C1)[N+](=O)[O-])CN ((2-Bromo-6-nitrophenyl)methylamine). Isolated yield 100.0%. Reaction SMILES: [Br:1][C:2]1[CH:7]=[CH:6][CH:5]=[C:4]([N+:8]([O-:10])=[O:9])[C:3]=1F.CN.CO.C[CH2:17][N:18](C(C)C)C(C)C>>[Br:1][C:2]1[CH:7]=[CH:6][CH:5]=[C:4]([N+:8]([O-:10])=[O:9])[C:3]=1[CH2:17][NH2:18]. Procedure: A mixture of 1-bromo-2-fluoro-3-nitrobenzene (3.96 g, 18 mmol), 2M methylamine in MeOH (18 mL, 36 mmol) and DIPEA (3.3 mL, 19 mmol) was stirred for 3 h at RT. The reaction mixture was concentrated in vacuo. The resulting residue was taken up in DCM (100 mL) and washed with sat. NaHCO3 (100 mL). The aqueous layer was further extracted with DCM (100 mL). The combined organic fractions were washed with brine (50 mL), dried over Na2SO4 and concentrated in vacuo to afford the title compound as bright... Reactants: CCCCO, Clc1ncnc2oc(-c3ccccc3)c(-c3ccccc3)c12, NCCc1ccc(N)cc1. Product: Nc1ccc(CCNc2ncnc3oc(-c4ccccc4)c(-c4ccccc4)c23)cc1. As a reaction SMILES: [CH2:33]([OH:34])[CH2:35][CH2:36][CH3:37].[Cl:1][c:2]1[c:3]2[c:4]([n:5][cH:6][n:7]1)[o:8][c:9](-[c:17]1[cH:18][cH:19][cH:20][cH:21][cH:22]1)[c:10]2-[c:11]1[cH:12][cH:13][cH:14][cH:15][cH:16]1.[NH2:23][CH2:24][CH2:25][c:26]1[cH:27][cH:28][c:29]([NH2:30])[cH:31][cH:32]1>>[c:2]1([NH:23][CH2:24][CH2:25][c:26]2[cH:27][cH:28][c:29]([NH2:30])[cH:31][cH:32]2)[c:3]2[c:4]([n:5][cH:6][n:7]1)[o:8][c:9](-[c:17]1[cH:18][cH:19][cH:20][cH:21][cH:22]1)[c:10]2-[c:11]1[cH:12][cH:13][cH:14][cH:15][cH:16]1. The reactants are C(C1=CC=CC=C1)OC(NCCCCCC(N(CCC)C1=C(C=CC(=C1)C#N)N)=O)=O ({5-[(2-amino-5-cyano-phenyl)-propyl-carbamoyl]-pentyl}-carbamic acid-benzyl ester), Cl.O1CCOCC1 (hydrogen chloride dioxane). Run in CO (methanol). Run at time 16 hour. Product: C(C1=CC=CC=C1)OC(NCCCCCC1=NC2=C(N1CCC)C=C(C=C2)C#N)=O ([5-(6-cyano-1-propyl-1H-benzimidazol-2-yl)-pentyl]-carbamic acid-benzyl ester). Isolated yield 95.9%. As a reaction SMILES: [CH2:1]([O:8][C:9](=[O:31])[NH:10][CH2:11][CH2:12][CH2:13][CH2:14][CH2:15][C:16](=O)[N:17]([C:21]1[CH:26]=[C:25]([C:27]#[N:28])[CH:24]=[CH:23][C:22]=1[NH2:29])[CH2:18][CH2:19][CH3:20])[C:2]1[CH:7]=[CH:6][CH:5]=[CH:4][CH:3]=1.Cl.O1CCOCC1>CO>[CH2:1]([O:8][C:9](=[O:31])[NH:10][CH2:11][CH2:12][CH2:13][CH2:14][CH2:15][C:16]1[N:17]([CH2:18][CH2:19][CH3:20])[C:21]2[CH:26]=[C:25]([C:27]#[N:28])[CH:24]=[CH:23][C:22]=2[N:29]=1)[C:2]1[CH:7]=[CH:6][CH:5]=[CH:4][CH:3]=1 |f:1.2|. Reported procedure: The compound (317 mg) obtained in Example 48-2 was dissolved in methanol (5.0 ml) and added with a 4 mol/l hydrogen chloride/dioxane solution (2.0 ml) and the whole was stirred for 16 hours. The residue obtained by distilling the solvent off was dissolved in methanol and the solution was neutralized with an anion-exchange resin (Amberlite IRA-410). The resin was filtrated out and the solvent was distilled off, thereby obtaining the subject compound (291 mg) as a colorless oily substance. The reactants are B, CC(=O)OC(C)=O, CSC, CO, CS(=O)(=O)Cc1cccc(N)c1, O=CO, Cl, [Na+], C1CCOC1, [OH-], O. Yields the product CNc1cccc(CS(C)(=O)=O)c1. As a reaction SMILES: [BH3:23].[CH3:1][C:2]([O:3][C:4](=[O:5])[CH3:6])=[O:7].[CH3:20][S:21][CH3:22].[CH3:33][OH:34].[CH3:8][S:9](=[O:10])(=[O:11])[CH2:12][c:13]1[cH:14][c:15]([NH2:19])[cH:16][cH:17][cH:18]1.[CH:35]([OH:36])=[O:37].[ClH:24].[Na+:26].[O:27]1[CH2:28][CH2:29][CH2:30][CH2:31]1.[OH-:25].[OH2:32]>>[CH3:1][NH:19][c:15]1[cH:14][c:13]([CH2:12][S:9]([CH3:8])(=[O:10])=[O:11])[cH:18][cH:17][cH:16]1. The reactants are CSC(=C[N+](=O)[O-])SC, NCCSCc1ncccc1O. The product is CSC(=C[N+](=O)[O-])NCCSCc1ncccc1O. Reaction SMILES: [N+:13](=[O:14])([O-:15])[CH:16]=[C:17]([S:18][CH3:19])[S:20][CH3:21].[OH:1][c:2]1[c:3]([CH2:8][S:9][CH2:10][CH2:11][NH2:12])[n:4][cH:5][cH:6][cH:7]1>>[OH:1][c:2]1[c:3]([CH2:8][S:9][CH2:10][CH2:11][NH:12][C:17](=[CH:16][N+:13](=[O:14])[O-:15])[S:18][CH3:19])[n:4][cH:5][cH:6][cH:7]1.